The task is: describe an organic reaction: reactants, conditions, products, and yield. This data is from the Open Reaction Database (ORD), a public repository of structured organic reaction records. The reactants are NC=1C=C2C(=C(C=NC2=CC1)C#N)NC1=CC(=CC=C1)C#C (6-amino-4-[(3-ethynylphenyl)amino]-quinoline-3-carbonitrile), CN1CCOCC1 (N-methylmorpholine), ClC(=O)OCC(C)C (isobutyl chloroformate), C(C#CC)(=O)O (2-butynoic acid). Run in CN(C)C=O (DMF), C1CCOC1 (THF), O (water), C1CCOC1 (THF). Conditions: temperature 0 celsius, time 10 minute. Product: C(#N)C=1C=NC2=CC=C(C=C2C1NC1=CC(=CC=C1)CC)NC(C#CC)=O (N-{3-Cyano-4-[(3-ethylphenyl)amino]-6-quinolinyl}-2-butynamide). The yield is 79.2%. Reaction SMILES: [C:1]([OH:6])(=O)[C:2]#[C:3][CH3:4].CN1CCOCC1.ClC(OCC(C)C)=O.[NH2:22][C:23]1[CH:24]=[C:25]2[C:30](=[CH:31][CH:32]=1)[N:29]=[CH:28][C:27]([C:33]#[N:34])=[C:26]2[NH:35][C:36]1[CH:41]=[CH:40][CH:39]=[C:38]([C:42]#[CH:43])[CH:37]=1>C1COCC1.CN(C=O)C.O>[C:33]([C:27]1[CH:28]=[N:29][C:30]2[C:25]([C:26]=1[NH:35][C:36]1[CH:41]=[CH:40][CH:39]=[C:38]([CH2:42][CH3:43])[CH:37]=1)=[CH:24][C:23]([NH:22][C:1](=[O:6])[C:2]#[C:3][CH3:4])=[CH:32][CH:31]=2)#[N:34]. Procedure details: Dissolved 370 mg (4.40 mmol) 2-butynoic acid in 20 ml THF under N2 and chilled to 0° C. Added 484 μl (4.40 mmol) N-methylmorpholine and 572 μl (4.40 mmol) isobutyl chloroformate and stirred for 10 minutes. Added a solution of 500 mg (1.76 mmol) 6-amino-4-[(3-ethynylphenyl)amino]-quinoline-3-carbonitrile in 1 ml DMF and 10 ml THF. Removed ice bath at 15 minutes and stirred overnight at 25° C. Stripped solvent, slurried residue with water, collected solids, and dried in vacuo. Boiled in ethyl acet... The reactants are CO, Cl, CSC1(S(=O)(=O)c2ccccc2)CC2CC2(c2cccc3ccccc23)C1. The product is O=C1CC2CC2(c2cccc3ccccc23)C1. Reaction SMILES: [CH3:29][OH:30].[ClH:28].[c:1]1([S:2]([C:3]2([S:4][CH3:5])[CH2:11][C:12]3([c:16]4[cH:17][cH:18][cH:19][c:20]5[cH:21][cH:22][cH:23][cH:24][c:25]45)[CH2:13][CH:14]3[CH2:15]2)(=[O:6])=[O:7])[cH:8][cH:9][cH:10][cH:26][cH:27]1>>[CH2:11]1[C:12]2([c:16]3[cH:17][cH:18][cH:19][c:20]4[cH:21][cH:22][cH:23][cH:24][c:25]34)[CH2:13][CH:14]2[CH2:15][C:29]1=[O:30]. Reactants: FC(C(=O)O)(F)F (Trifluoroacetic acid), CC(CCOC1=CC=C(C=C1)N(CC(=O)OC(C)(C)C)S(=O)(=O)C)C (1,1-dimethylethyl N-{4-[(3-methylbutyl)oxy]phenyl}-N-(methylsulfonyl)glycinate), CC(CCOC1=CC=C(C=C1)N(CC(=O)OC(C)(C)C)S(=O)(=O)C)C (1,1-dimethylethyl N-{4-[(3-methylbutyl)oxy]phenyl}-N-(methylsulfonyl)glycinate). Solvent: ClCCl (dichloromethane). Run at time 3 hour. Yields the product CC(CCOC1=CC=C(C=C1)N(CC(=O)O)S(=O)(=O)C)C (N-{4-[(3-Methylbutyl)oxy]phenyl}-N-(methylsulfonyl)glycine). Yield: 16.8%. As a reaction SMILES: FC(F)(F)C(O)=O.[CH3:8][CH:9]([CH3:32])[CH2:10][CH2:11][O:12][C:13]1[CH:18]=[CH:17][C:16]([N:19]([S:28]([CH3:31])(=[O:30])=[O:29])[CH2:20][C:21]([O:23]C(C)(C)C)=[O:22])=[CH:15][CH:14]=1>ClCCl>[CH3:8][CH:9]([CH3:32])[CH2:10][CH2:11][O:12][C:13]1[CH:14]=[CH:15][C:16]([N:19]([S:28]([CH3:31])(=[O:30])=[O:29])[CH2:20][C:21]([OH:23])=[O:22])=[CH:17][CH:18]=1. Reported procedure: Trifluoroacetic acid (2.5 mL) was added in one portion to a stirred solution of 1,1-dimethylethyl N-{4-[(3-methylbutyl)oxy]phenyl}-N-(methylsulfonyl)glycinate (intermediate 7, 140 mg, 0.378 mmol) in dichloromethane (5 mL) at room temperature under an atmosphere of nitrogen. The resulting mixture was stirred for 3 h then the volatiles evaporated. A portion of the crude orange product was purified by reverse phase mass directed preparative HPLC to give the title compound as a white solid (20 mg). ... Starting materials: COC1=CC=C(C=2NC(CCCC21)=O)[N+](=O)[O-] (6-methoxy-9-nitro-1,3,4,5-tetrahydro-benzo[b]azepin-2-one), NC1=CC2=C(N(C(CCC2)=O)C)C=C1 (7-Amino-1-methyl-1,3,4,5-tetrahydrobenzo[b]azepin-2-one). Yields the product NC1=CC=C(C2=C1NC(CCC2)=O)OC (9-Amino-6-methoxy-1,3,4,5-tetrahydro-benzo[b]azepin-2-one), solid. Isolated yield 36.0%. As a reaction SMILES: [CH3:1][O:2][C:3]1[C:13]2[CH2:12][CH2:11][CH2:10][C:9](=[O:14])[NH:8][C:7]=2[C:6]([N+:15]([O-])=O)=[CH:5][CH:4]=1.NC1C=CC2N(C)C(=O)CCCC=2C=1>>[NH2:15][C:6]1[C:7]2[NH:8][C:9](=[O:14])[CH2:10][CH2:11][CH2:12][C:13]=2[C:3]([O:2][CH3:1])=[CH:4][CH:5]=1. Reported procedure: 9-Amino-6-methoxy-1,3,4,5-tetrahydro-benzo[b]azepin-2-one was prepared from 6-methoxy-9-nitro-1,3,4,5-tetrahydro-benzo[b]azepin-2-one via reduction of the nitro group as described for the preparation of 7-Amino-1-methyl-1,3,4,5-tetrahydrobenzo[b]azepin-2-one. The crude product was purified by flash chromatography (EtOAc) and the product was obtained as a solid (36%); (400 MHz, DMSO-d6) 66.62 (d, J=8.84 Hz, 1H), 6.56 (d, J 8.84 Hz, 1H), 4.52 (br s, 1H), 3.66 (s, 3H), 3.16 (d, J=3.31 Hz, 2H), 2.64... Reactants: F[B-](F)(F)F, CC(C)(C)OC(=O)NCC(=O)O, CN1CCOCC1, Nc1ccc(NC(=C2C(=O)Nc3ccccc32)c2ccccc2)cc1, CN(C)C=O, On1nnc2ccccc21, CN(C)C(On1nnc2ccccc21)=[N+](C)C. The product is CC(C)(C)OC(=O)NCC(=O)Nc1ccc(NC(=C2C(=O)Nc3ccccc32)c2ccccc2)cc1. As a reaction SMILES: [B-:38]([F:39])([F:40])([F:41])[F:42].[C:26]([CH3:27])([CH3:28])([CH3:29])[O:30][C:31](=[O:32])[NH:33][CH2:34][C:35](=[O:36])[OH:37].[CH3:70][N:71]1[CH2:72][CH2:73][O:74][CH2:75][CH2:76]1.[NH2:1][c:2]1[cH:3][cH:4][c:5]([NH:8][C:9]([c:10]2[cH:11][cH:12][cH:13][cH:14][cH:15]2)=[C:16]2[C:17](=[O:25])[NH:18][c:19]3[cH:20][cH:21][cH:22][cH:23][c:24]32)[cH:6][cH:7]1.[O:77]=[CH:78][N:79]([CH3:80])[CH3:81].[OH:60][n:61]1[c:62]2[c:63]([cH:64][cH:65][cH:66][cH:67]2)[n:68][n:69]1.[n:43]1([O:44][C:45]([N:46]([CH3:47])[CH3:48])=[N+:49]([CH3:50])[CH3:51])[c:52]2[cH:53][cH:54][cH:55][cH:56][c:57]2[n:58][n:59]1>>[NH:1]([c:2]1[cH:3][cH:4][c:5]([NH:8][C:9]([c:10]2[cH:11][cH:12][cH:13][cH:14][cH:15]2)=[C:16]2[C:17](=[O:25])[NH:18][c:19]3[cH:20][cH:21][cH:22][cH:23][c:24]32)[cH:6][cH:7]1)[C:35]([CH2:34][NH:33][C:31]([O:30][C:26]([CH3:27])([CH3:28])[CH3:29])=[O:32])=[O:36]. Reaction conditions: time 12 hour. Procedure details: 200 ml of dichloromethane, then 15 ml, i.e. 10.9 g (107.6 mmmol) of triethylamine were added to 5 g (29.5 mmol) of 2-aminoindan hydrochloride. The mixture was stirred, then 2.6 ml (29.5 mmol) of propionyl chloride were added and stirring was continued at room temperature for 12 h. Dilute hydrochloric acid was added, the precipitate was filtered, washed, dried and purified by chromatography on a silica gel column, eluted with an 80:20 mixture of dichloromethane/ethyl acetate. 4.87 g of beige soli... As a reaction SMILES: ClCCl.Cl.[NH2:5][CH:6]1[CH2:14][C:13]2[C:8](=[CH:9][CH:10]=[CH:11][CH:12]=2)[CH2:7]1.[C:15](Cl)(=[O:18])[CH2:16][CH3:17].Cl>C(N(CC)CC)C>[CH2:7]1[C:8]2[C:13](=[CH:12][CH:11]=[CH:10][CH:9]=2)[CH2:14][CH:6]1[NH:5][C:15](=[O:18])[CH2:16][CH3:17] |f:1.2|. Starting materials: ClCCl (dichloromethane), Cl.NC1CC2=CC=CC=C2C1 (2-aminoindan hydrochloride), Cl (hydrochloric acid), C(CC)(=O)Cl (propionyl chloride). The yield is 87.2%. Run in C(C)N(CC)CC (triethylamine). The product is C1C(CC2=CC=CC=C12)NC(CC)=O (N-(indan-2-yl)propionamide). Reaction SMILES: [C:1]([O:5][C:6]([N:8]1[CH2:11][CH:10]([C:12]2[CH:13]=[N:14][C:15](Cl)=[CH:16][CH:17]=2)[CH2:9]1)=[O:7])([CH3:4])([CH3:3])[CH3:2].[C:19](=[NH:32])([C:26]1[CH:31]=[CH:30][CH:29]=[CH:28][CH:27]=1)[C:20]1[CH:25]=[CH:24][CH:23]=[CH:22][CH:21]=1.CC1(C)C2C(=C(P(C3C=CC=CC=3)C3C=CC=CC=3)C=CC=2)OC2C(P(C3C=CC=CC=3)C3C=CC=CC=3)=CC=CC1=2.C(=O)([O-])[O-].[Cs+].[Cs+]>O1CCOCC1.C1C=CC(/C=C/C(/C=C/C2C=CC=CC=2)=O)=CC=1.C1C=CC(/C=C/C(/C=C/C2C=CC=CC=2)=O)=CC=1.C1C=CC(/C=C/C(/C=C/C2C=CC=CC=2)=O)=CC=1.[Pd].[Pd]>[C:1]([O:5][C:6]([N:8]1[CH2:11][CH:10]([C:12]2[CH:13]=[N:14][C:15]([N:32]=[C:19]([C:20]3[CH:25]=[CH:24][CH:23]=[CH:22][CH:21]=3)[C:26]3[CH:31]=[CH:30][CH:29]=[CH:28][CH:27]=3)=[CH:16][CH:17]=2)[CH2:9]1)=[O:7])([CH3:4])([CH3:3])[CH3:2] |f:3.4.5,7.8.9.10.11|. Reaction conditions: temperature 80 celsius. The solvent is O1CCOCC1 (dioxane). Product: C(C)(C)(C)OC(=O)N1CC(C1)C=1C=NC(=CC1)N=C(C1=CC=CC=C1)C1=CC=CC=C1 (3-[6-(Benzhydrylideneamino)-pyridin-3-yl]-azetidine-1-carboxylic acid tert-butyl ester). Procedure details: A mixture of 3-(6-chloropyridin-3-yl)-azetidine-1-carboxylic acid tert-butyl ester (274 mg, 1.0 mmol), benzophenone imine (0.2 mL, 1.2 mmol), Pd2(dba)3 (22 mg, 0.025 mmol), Xantphos (58 mg, 0.10 mmol) and cesium carbonate (652 mg, 2.0 mmol) in dioxane (10 mL) was de-gassed and purged with nitrogen and the reaction mixture was heated at 80° C. in a sealed vial overnight. The resultant mixture was allowed to cool to room temperature, before being partitioned between ethyl acetate and water. The la... Yield: 70.9%. Reactants: C(C)(C)(C)OC(=O)N1CC(C1)C=1C=NC(=CC1)Cl (3-(6-chloropyridin-3-yl)-azetidine-1-carboxylic acid tert-butyl ester), C(C1=CC=CC=C1)(C1=CC=CC=C1)=N (benzophenone imine), CC1(C2=C(C(=CC=C2)P(C3=CC=CC=C3)C4=CC=CC=C4)OC5=C(C=CC=C51)P(C6=CC=CC=C6)C7=CC=CC=C7)C (Xantphos), C([O-])([O-])=O.[Cs+].[Cs+] (cesium carbonate). The reagents and catalysts are C=1C=CC(=CC1)/C=C/C(=O)/C=C/C2=CC=CC=C2.C=1C=CC(=CC1)/C=C/C(=O)/C=C/C2=CC=CC=C2.C=1C=CC(=CC1)/C=C/C(=O)/C=C/C2=CC=CC=C2.[Pd].[Pd] (Pd2(dba)3).